describe an organic reaction: reactants, conditions, products, and yield From a dataset of the Open Reaction Database (ORD), a public repository of structured organic reaction records. Starting materials: C(C)OC(C(SC)OC=1C=C2C=C(C=NC2=C(C1F)C)C#C[Si](C)(C)C)=O ((7-fluoro-8-methyl-3-trimethylsilanylethynyl-quinolin-6-yloxy)-methylsulfanyl-acetic acid ethyl ester), [OH-].[Na+] (NaOH), Cl (HCl). Solvent: C1CCOC1 (THF). Run at temperature 5 celsius, time 2 hour. Yields the product C(#C)C=1C=NC2=C(C(=C(C=C2C1)OC(C(=O)O)SC)F)C ((3-ethynyl-7-fluoro-8-methyl-quinolin-6-yloxy)-methylsulfanyl-acetic acid). As a reaction SMILES: C([O:3][C:4](=[O:27])[CH:5]([O:8][C:9]1[CH:10]=[C:11]2[C:16](=[C:17]([CH3:20])[C:18]=1[F:19])[N:15]=[CH:14][C:13]([C:21]#[C:22][Si](C)(C)C)=[CH:12]2)[S:6][CH3:7])C.[OH-].[Na+].Cl>C1COCC1>[C:21]([C:13]1[CH:14]=[N:15][C:16]2[C:11]([CH:12]=1)=[CH:10][C:9]([O:8][CH:5]([S:6][CH3:7])[C:4]([OH:27])=[O:3])=[C:18]([F:19])[C:17]=2[CH3:20])#[CH:22] |f:1.2|. Procedure details: To a solution of (7-fluoro-8-methyl-3-trimethylsilanylethynyl-quinolin-6-yloxy)-methylsulfanyl-acetic acid ethyl ester (3.35 g, 90% purity) from Step 7 in THF (100 ml), a 0.5 M aq NaOH soln (19.5 ml) was slowly added at 0° C. The light yellow mixture was stirred during 2 hrs at 0-10° C., then 2M HCl soln was added (pH 1). The mixture was extracted with ethyl acetate (2×). The combined organic layers were washed with brine, dried over sodium sulphate anhydrous, filtered and concentrated under red... Reactants: CCOC(C)=O, NS(=O)(=O)c1nc2ccc(OCC3CO3)cc2s1, O, O=S(=O)(O)O. Product: NS(=O)(=O)c1nc2ccc(OCC(O)CO)cc2s1. As a reaction SMILES: [CH3:25][CH2:26][O:27][C:28](=[O:29])[CH3:30].[O:1]1[CH:2]([CH2:3][O:4][c:5]2[cH:6][c:7]3[c:8]([n:9][c:10]([S:12](=[O:13])(=[O:14])[NH2:15])[s:11]3)[cH:16][cH:17]2)[CH2:18]1.[OH2:19].[S:20]([OH:21])(=[O:22])(=[O:23])[OH:24]>>[OH:1][CH2:18][CH:2]([CH2:3][O:4][c:5]1[cH:6][c:7]2[c:8]([n:9][c:10]([S:12](=[O:13])(=[O:14])[NH2:15])[s:11]2)[cH:16][cH:17]1)[OH:21]. The reactants are N1C(CCC12CCC(CC2)=O)=O (1-Aza-spiro[4.5]decane-2,8-dione), C(C)(C)(C)OC(=O)NN (hydrazinecarboxylic acid tert-butyl ester), C(#N)[BH3-].[Na+] (Sodium cyanoborohydride). Run in O (water), solution, [OH-].[Na+] (NaOH), CC(=O)O (AcOH). Product: C(C)(C)(C)OC(=O)NNC1CCC2(CCC(N2)=O)CC1 (N′-(2-Oxo-1-aza-spiro[4.5]dec-8-yl)-hydrazinecarboxylic acid tert-butyl ester). Yield: 150.8%. Reaction SMILES: [NH:1]1[C:5]2([CH2:10][CH2:9][C:8](=O)[CH2:7][CH2:6]2)[CH2:4][CH2:3][C:2]1=[O:12].[C:13]([O:17][C:18]([NH:20][NH2:21])=[O:19])([CH3:16])([CH3:15])[CH3:14].C([BH3-])#N.[Na+]>CC(O)=O.O.[OH-].[Na+]>[C:13]([O:17][C:18]([NH:20][NH:21][CH:8]1[CH2:9][CH2:10][C:5]2([NH:1][C:2](=[O:12])[CH2:3][CH2:4]2)[CH2:6][CH2:7]1)=[O:19])([CH3:16])([CH3:15])[CH3:14] |f:2.3,6.7|. Procedure: A solution of 1-Aza-spiro[4.5]decane-2,8-dione (Chembridge corporation, 800 mg; 4.78 mmol; 1.0 eq.) and hydrazinecarboxylic acid tert-butyl ester (309 mg; 2.34 mmol; 1.1 eq.) in AcOH (5 mL) was stirred at RT for 5 min. Sodium cyanoborohydride (133 mg; 2.13 mmol; 1.0 eq.) was then added and the reaction mixture was stirred O/N at RT. It was then diluted with water and basified to pH 9 by addition of a 5N solution of NaOH. During the addition, the reaction mixture was maintained at 20° C. by addit... Reactants: CC(C)(C)[Si](C)(C)Cl, CC(O)CCO, CN(C)C=O, ClCCl, c1c[nH]cn1. Yields the product CC(O)CCO[Si](C)(C)C(C)(C)C. As a reaction SMILES: [C:17]([CH3:18])([CH3:19])([CH3:20])[Si:21]([CH3:22])([CH3:23])[Cl:24].[CH2:1]([CH2:2][CH:3]([CH3:4])[OH:5])[OH:6].[CH3:12][N:13]([CH3:14])[CH:15]=[O:16].[Cl:25][CH2:26][Cl:27].[nH:7]1[cH:8][cH:9][n:10][cH:11]1>>[CH2:1]([CH2:2][CH:3]([CH3:4])[OH:5])[O:6][Si:21]([C:17]([CH3:18])([CH3:19])[CH3:20])([CH3:22])[CH3:23]. The reactants are N1(CCOCC1)CCNS(=O)(=O)C1=C(C(=CC=C1Cl)[N+](=O)[O-])Cl (N-[2-(morpholinyl)ethyl]-2,6-dichloro-3-nitrobenzenesulfonamide), [H-].[Na+] (NaH), O (water). The product is N1(CCOCC1)CCNS(=O)(=O)C1=C(C(=CC=C1Cl)[N+](=O)[O-])O (N-(2-(morpholinyl)ethyl]-6-chloro-2-hydroxy-3-nitrobenzenesulfonamide). Yield: 157.7%. Reaction SMILES: [N:1]1([CH2:7][CH2:8][NH:9][S:10]([C:13]2[C:18]([Cl:19])=[CH:17][CH:16]=[C:15]([N+:20]([O-:22])=[O:21])[C:14]=2Cl)(=[O:12])=[O:11])[CH2:6][CH2:5][O:4][CH2:3][CH2:2]1.[H-].[Na+].[OH2:26]>>[N:1]1([CH2:7][CH2:8][NH:9][S:10]([C:13]2[C:18]([Cl:19])=[CH:17][CH:16]=[C:15]([N+:20]([O-:22])=[O:21])[C:14]=2[OH:26])(=[O:12])=[O:11])[CH2:6][CH2:5][O:4][CH2:3][CH2:2]1 |f:1.2|. Procedure: Following the general hydrolysis procedure outlined in example 15, N-[2-(morpholinyl)ethyl]-2,6-dichloro-3-nitrobenzenesulfonamide (400 mg, 1.04 mmol), 60% NaH (125 mg, 3.12 mmol) and water (23 μL, 1.25 mmol) were reacted to form the crude product (600 mg) which was carried onto the hydrogenation without purification. EI-MS (m/z) 363.95, 365.94 (M−).